This data is from the Open Reaction Database (ORD), a public repository of structured organic reaction records. The task is: describe an organic reaction: reactants, conditions, products, and yield Reactants: ClC1=NC=C(C=C1)C#N (2-chloro-5-cyano-pyridine), C(C)OCC (diethyl ether), C[Mg]Cl (methylmagnesium chloride), ice water, Cl (hydrochloric acid). Reaction conditions: time 14 hour. Yields the product C(C)(=O)C=1C=CC(=NC1)Cl (5-acetyl-2-chloro-pyridine). RXN SMILES: [Cl:1][C:2]1[CH:7]=[CH:6]C(C#N)=[CH:4][N:3]=1.[CH3:10][Mg]Cl.Cl.C([O:16][CH2:17][CH3:18])C>>[C:17]([C:18]1[CH:6]=[CH:7][C:2]([Cl:1])=[N:3][CH:4]=1)(=[O:16])[CH3:10]. Reported procedure: 31.91 g (230.3 mmol) of 2-chloro-5-cyano-pyridine are placed in 1.6 liters of diethyl ether under nitrogen, and 155 ml (22% in tetrahydrofuran, 456 mmol) of methylmagnesium chloride are added. The red suspension is stirred for 14 h at RT, poured onto 1.6 liters of ice/water and 320 ml of concentrated hydrochloric acid and stirred for 14 h at RT. Extraction with diethyl ether and methylene chloride, drying with MgSO4 and concentration give 5-acetyl-2-chloro-pyridine; Rf =0.46 (hexane:ethyl acetat... The reactants are ClCC1=CC=C(CN2C=CC=C2)C=C1 (1-(4-chloromethyl-benzyl)-pyrrole), N1CCCC1 (pyrrolidine). Yields the product N1(CCCC1)CC1=CC=C(CN2C=CC=C2)C=C1 (1-(4Pyrrolidin1-ylmethyl-benzyl)-1H-pyrrole). As a reaction SMILES: Cl[CH2:2][C:3]1[CH:14]=[CH:13][C:6]([CH2:7][N:8]2[CH:12]=[CH:11][CH:10]=[CH:9]2)=[CH:5][CH:4]=1.[NH:15]1[CH2:19][CH2:18][CH2:17][CH2:16]1>>[N:15]1([CH2:2][C:3]2[CH:14]=[CH:13][C:6]([CH2:7][N:8]3[CH:12]=[CH:11][CH:10]=[CH:9]3)=[CH:5][CH:4]=2)[CH2:19][CH2:18][CH2:17][CH2:16]1. Procedure details: The title compound was prepared starting from 1-(4-chloromethyl-benzyl)-pyrrole (preparation in example 20 step A) and pyrrolidine by the same method reported in Example 19 step B. 1H NMR (400 MHz, MeOD-d4)δ7.26 (m, 2 H), 7.15 (m, 2 H), 7.05 (m, 2 H), 6.85 (m, 2 H), 6.57 (t, J=2.1 Hz, 2 H), 5.96 (t, J=2.1 Hz, 2 H), 4.98 (s, 2 H), 4.92 (s, 2 H), 3.50 (s, 3 H), 2.50 (m, 2 H), 1.70 (m, 2 H). Starting materials: C(C)OC(=O)C1=NOC(=C1)C1=CC=C(C=C1)C(F)(F)F (5-(4-Trifluoromethyl-phenyl)-isoxazole-3-carboxylic acid ethyl ester), C(C)OC(=O)C1=NOC(=C1)C1=CC=C(C=C1)C(F)(F)F (5-(4-Trifluoromethyl-phenyl)-isoxazole-3-carboxylic acid ethyl ester), [H-].[Na+] (Sodium hydride), FC(C1=CC=C(C=C1)C(C)=O)(F)F (1(4-trifluoromethyl-phenyl)-ethanone), C(C)OC(C(=O)OCC)=O (oxalic acid diethyl ester). The solvent is CN(C)C=O (DMF). Run at temperature 45 celsius. Yields the product C(C)OC(C(CC(C1=CC=C(C=C1)C(F)(F)F)=O)=O)=O (2,4-dioxo-4-(4-trifluoromethyl-phenyl)-butyric acid ethyl ester). Isolated yield 80.0%. As a reaction SMILES: [CH2:1]([O:3][C:4]([C:6]1[CH:10]=[C:9]([C:11]2[CH:16]=[CH:15][C:14]([C:17]([F:20])([F:19])[F:18])=[CH:13][CH:12]=2)[O:8]N=1)=[O:5])[CH3:2].[H-].[Na+].FC(F)(F)C1C=CC(C(=[O:33])C)=CC=1.C(OC(=O)C(OCC)=O)C>CN(C=O)C>[CH2:1]([O:3][C:4](=[O:5])[C:6](=[O:33])[CH2:10][C:9](=[O:8])[C:11]1[CH:16]=[CH:15][C:14]([C:17]([F:20])([F:19])[F:18])=[CH:13][CH:12]=1)[CH3:2] |f:1.2|. Procedure: Preparation of 5-(4-Trifluoromethyl-phenyl)-isoxazole-3-carboxylic acid ethyl ester (compound 42A) Sodium hydride (1.6 g, 63.7 mmol, 95%) was added to a solution of 1(4-trifluoromethyl-phenyl)-ethanone (10.0 g, 53.1 mmol) and oxalic acid diethyl ester (8.7 mL, 63.7 mmol) in 75 mL dry DMF at 0° C. The reaction was allowed to come to room temperature and then heated to 45° C. for 45 minutes. The reaction was then cooled, concentrated in vacuo, and the residue taken up in EtOAc. The organic layer w... Yields the product N1(CCC1)C(=O)[C@@H]1CN(CC1)CC=1N(C2=NC(=NC(=C2N1)N1CCOCC1)N1C(=NC2=C1C=CC=C2)CC)C ((S)-azetidin-1-yl(1-((2-(2-ethyl-1H-benzo[d]imidazol-1-yl)-9-methyl-6-morpholino-9H-purin-8-yl)methyl)pyrrolidin-3-yl)methanone). RXN SMILES: [CH2:1]([C:3]1[N:7]([C:8]2[N:16]=[C:15]3[C:11]([N:12]=[C:13]([CH:18]=O)[N:14]3[CH3:17])=[C:10]([N:20]3[CH2:25][CH2:24][O:23][CH2:22][CH2:21]3)[N:9]=2)[C:6]2[CH:26]=[CH:27][CH:28]=[CH:29][C:5]=2[N:4]=1)[CH3:2].[N:30]1([C:34]([C@H:36]2[CH2:40][CH2:39][NH:38][CH2:37]2)=[O:35])[CH2:33][CH2:32][CH2:31]1.C(O[BH-](OC(=O)C)OC(=O)C)(=O)C.[Na+]>ClCCCl>[N:30]1([C:34]([C@H:36]2[CH2:40][CH2:39][N:38]([CH2:18][C:13]3[N:14]([CH3:17])[C:15]4[C:11]([N:12]=3)=[C:10]([N:20]3[CH2:21][CH2:22][O:23][CH2:24][CH2:25]3)[N:9]=[C:8]([N:7]3[C:6]5[CH:26]=[CH:27][CH:28]=[CH:29][C:5]=5[N:4]=[C:3]3[CH2:1][CH3:2])[N:16]=4)[CH2:37]2)=[O:35])[CH2:31][CH2:32][CH2:33]1 |f:2.3|. The reactants are C(C)C1=NC2=C(N1C1=NC(=C3N=C(N(C3=N1)C)C=O)N1CCOCC1)C=CC=C2 (2-(2-ethylbenzoimidazol-1-yl)-9-methyl-6-morpholin-4-yl-9H-purine-8-carbaldehyde), N1(CCC1)C(=O)[C@@H]1CNCC1 (azetidin-1-yl-(S)-pyrrolidin-3-ylmethanone), C(C)(=O)O[BH-](OC(C)=O)OC(C)=O.[Na+] (Sodium triacetoxyborohydride). The solvent is ClCCCl (DCE). The yield is 45.0%. Reaction conditions: time 18 hour. Procedure details: A solution of 2-(2-ethylbenzoimidazol-1-yl)-9-methyl-6-morpholin-4-yl-9H-purine-8-carbaldehyde (100 mg, 0.26 mmol) and azetidin-1-yl-(S)-pyrrolidin-3-ylmethanone (47 mg, 0.31 mmol) in DCE (5 mL) was stirred at ambient temperature for 4 h. Sodium triacetoxyborohydride (81 mg, 0.38 mmol) was added and the mixture stirred for 18 h, then loaded onto an Isolute® SCX-2 cartridge (10 g). The cartridge was then washed with methanol and the desired product was subsequently eluted using 2 M NH3 in MeOH. T... Reactants: CC(=O)[O-], CC(=O)[O-], CC(=O)[O-], CC(=O)[O-], CC(=O)[O-], CC1(C)NC(=O)c2ccccc2C1C(=O)O, CC(=O)[O-], CC(=O)O, [K+], [Li+], [OH-], O, O, [Pb+4], c1ccccc1. Yields the product CC1(C)NC(=O)c2ccccc2C1O. Reaction SMILES: [C:26]([O-:27])(=[O:28])[CH3:29].[C:31]([O-:32])(=[O:33])[CH3:34].[C:35]([O-:36])(=[O:37])[CH3:38].[C:39]([O-:40])(=[O:41])[CH3:42].[CH3:18][C:19]([O-:20])=[O:21].[CH3:1][C:2]1([CH3:16])[NH:3][C:4](=[O:15])[c:5]2[cH:6][cH:7][cH:8][cH:9][c:10]2[CH:11]1[C:12]([OH:13])=[O:14].[CH3:22][C:23](=[O:24])[O-:25].[CH3:46][C:47](=[O:48])[OH:49].[K+:17].[Li+:44].[OH-:43].[OH2:45].[OH2:56].[Pb+4:30].[cH:50]1[cH:51][cH:52][cH:53][cH:54][cH:55]1>>[CH3:1][C:2]1([CH3:16])[NH:3][C:4](=[O:15])[c:5]2[cH:6][cH:7][cH:8][cH:9][c:10]2[CH:11]1[OH:20]. The reactants are [N+](=O)([O-])C=C(NCCSCC1=C(N=CN1)C)SC (1-nitro-2-methylthio-2-[2-((4-methyl-5-imidazolyl)methylthio)ethylamino]ethylene), N (ammonia). The product is [N+](=O)([O-])C=C(NCCSCC1=C(N=CN1)C)N (1-Nitro-2-amino-2-[2-((4-methyl-5-imidazolyl)methylthio)ethylamino]ethylene). As a reaction SMILES: [N+:1]([CH:4]=[C:5](SC)[NH:6][CH2:7][CH2:8][S:9][CH2:10][C:11]1[NH:15][CH:14]=[N:13][C:12]=1[CH3:16])([O-:3])=[O:2].[NH3:19]>>[N+:1]([CH:4]=[C:5]([NH2:19])[NH:6][CH2:7][CH2:8][S:9][CH2:10][C:11]1[NH:15][CH:14]=[N:13][C:12]=1[CH3:16])([O-:3])=[O:2]. Procedure: Reaction of 1-nitro-2-methylthio-2-[2-((4-methyl-5-imidazolyl)methylthio)ethylamino]ethylene (see Example 2(i)) with ammonia by the procedure of Example 2(ii) yields, after recrystallisation from methanol, the title compound, m.p. 193°-195° C. Reactants: [N+](=O)([O-])C=1C=C(C=CC1)S(=O)(=O)N1CC(CC(C1)C(=O)O)C(=O)O (1-(3-Nitro-benzenesulfonyl)piperidine-3,5-dicarboxylic acid), OCC1(O)[C@H](O)[C@H](O)[C@H](O)CO1 (Psi). The reagents and catalysts are [Pd] (palladium). The solvent is CO (methanol). Yields the product NC=1C=C(C=CC1)S(=O)(=O)N1CC(CC(C1)C(=O)O)C(=O)O (1-(3-Amino-benzenesulfonyl)piperidine-3,5-dicarboxylic acid). Isolated yield 130.5%. As a reaction SMILES: [N+:1]([C:4]1[CH:5]=[C:6]([S:10]([N:13]2[CH2:18][CH:17]([C:19]([OH:21])=[O:20])[CH2:16][CH:15]([C:22]([OH:24])=[O:23])[CH2:14]2)(=[O:12])=[O:11])[CH:7]=[CH:8][CH:9]=1)([O-])=O.OCC1(OC[C@@H](O)[C@@H](O)[C@H]1O)O>CO.[Pd]>[NH2:1][C:4]1[CH:5]=[C:6]([S:10]([N:13]2[CH2:18][CH:17]([C:19]([OH:21])=[O:20])[CH2:16][CH:15]([C:22]([OH:24])=[O:23])[CH2:14]2)(=[O:12])=[O:11])[CH:7]=[CH:8][CH:9]=1. Procedure: A solution of 1-(3-nitro-benzenesulfonyl)piperidine-3,5-dicarboxylic acid (Example 45, 2.5 g, 4.2 mmol) in 150 ml of methanol was hydrogenated in Parr apparatus at 25 Psi over 0.15 g of the palladium catalyst (10% palladium on carbon) for 1 h. Filtration of the catalyst and solvent removing gave 1.8 g (79%) of the desired product as a white solid. MS (ES) m/z 329.1 (M+H)+.